From a dataset of the Open Reaction Database (ORD), a public repository of structured organic reaction records. describe an organic reaction: reactants, conditions, products, and yield Reactants: [Br-].C1(=CC=CC=C1)C1=CC=C(C(=O)C[N+]2=CN3C(C=CC=C3)=C2)C=C1 (2-(4-Phenylbenzoylmethyl)imidazo[3,4-a]pyridinium bromide), Cl (hydrochloride), C([O-])([O-])=O.[K+].[K+] (potassium carbonate), C(C#C)(=O)OCC (ethyl propiolate). Reaction conditions: time 16 hour. Yields the product N1=C(C=CC=C1)CN1C=C(C=C1C(C1=CC=C(C=C1)C1=CC=CC=C1)=O)C(=O)OCC (ethyl 1-(2-pyridylmethyl)-5-(4-phenylbenzoyl)pyrrole-3-carboxylate). The yield is 32.3%. As a reaction SMILES: [Br-].[C:2]1([C:8]2[CH:25]=[CH:24][C:11]([C:12]([CH2:14][N+:15]3[CH:23]=[C:18]4[CH:19]=[CH:20][CH:21]=[CH:22][N:17]4[CH:16]=3)=[O:13])=[CH:10][CH:9]=2)[CH:7]=[CH:6][CH:5]=[CH:4][CH:3]=1.C(=O)([O-])[O-].[K+].[K+].[C:32]([O:36][CH2:37][CH3:38])(=[O:35])[C:33]#[CH:34].Cl>>[N:17]1[CH:22]=[CH:21][CH:20]=[CH:19][C:18]=1[CH2:23][N:15]1[C:14]([C:12](=[O:13])[C:11]2[CH:10]=[CH:9][C:8]([C:2]3[CH:7]=[CH:6][CH:5]=[CH:4][CH:3]=3)=[CH:25][CH:24]=2)=[CH:34][C:33]([C:32]([O:36][CH2:37][CH3:38])=[O:35])=[CH:16]1 |f:0.1,2.3.4|. Reported procedure: 2-(4-Phenylbenzoylmethyl)imidazo[3,4-a]pyridinium bromide (16 g., 40 mmoles), potassium carbonate (22 g., 160 mmoles) and ethyl propiolate (6.4 ml., 48 mmoles) were combined according to the procedure of Example 69, stirred for approximately 16 hours at room temperature, then isolated and converted to hydrochloride according to the procedure of Example 69, to yield ethyl 1-(2-pyridylmethyl)-5-(4-phenylbenzoyl)pyrrole-3-carboxylate (5.3 g., intermediate Rf on silica gel thin layer chromatography ...